The task is: describe an organic reaction: reactants, conditions, products, and yield. This data is from the Open Reaction Database (ORD), a public repository of structured organic reaction records. The reactants are C(C)(=O)OCC.CCCCCC (ethyl acetate hexane), C(C)OC(N(C(CC1=CC(=CC=C1)OC)C1=CC(=C(C=C1)OCCCO)OC)CC(OC)OC)=O ((2,2-dimethoxy-ethyl)-[1-[4-(3-hydroxy-propoxy)-3-methoxy-phenyl]-2-(3-methoxy-phenyl)-ethyl]-carbamic acid ethyl ester), Cl (hydrochloric acid). Run in O (water), CC(=O)C (acetone). Conditions: time 15 hour. Yields the product C(C)OC(=O)N1C(C2=CC(=C(C=C2C=C1)OCCCO)OC)CC1=CC(=CC=C1)OC (6-(3-hydroxy-propoxy)-7-methoxy-1-(3-methoxy-benzyl)-1H-isoquinoline-2-carboxylic acid ethyl ester). Isolated yield 32.0%. RXN SMILES: C(OC(=O)[N:5]([CH2:29][CH:30](OC)OC)[CH:6]([C:16]1[CH:21]=[CH:20][C:19]([O:22][CH2:23][CH2:24][CH2:25][OH:26])=[C:18]([O:27][CH3:28])[CH:17]=1)[CH2:7][C:8]1[CH:13]=[CH:12][CH:11]=[C:10]([O:14][CH3:15])[CH:9]=1)C.Cl.[C:37]([O:40][CH2:41][CH3:42])(=[O:39])C.CCCCCC>CC(C)=O.O>[CH2:41]([O:40][C:37]([N:5]1[CH:29]=[CH:30][C:21]2[C:16](=[CH:17][C:18]([O:27][CH3:28])=[C:19]([O:22][CH2:23][CH2:24][CH2:25][OH:26])[CH:20]=2)[CH:6]1[CH2:7][C:8]1[CH:13]=[CH:12][CH:11]=[C:10]([O:14][CH3:15])[CH:9]=1)=[O:39])[CH3:42] |f:2.3|. Procedure details: To a stirred solution of crude (2,2-dimethoxy-ethyl)-[1-[4-(3-hydroxy-propoxy)-3-methoxy-phenyl]-2-(3-methoxy-phenyl)-ethyl]-carbamic acid ethyl ester in acetone (30 mL) was added 6N hydrochloric acid (10 mL) at 0° C. The reaction mixture was stirred at room temperature for 15 hrs. The mixture was diluted with water. The solvent was evaporated and the aqueous layer was extracted with ethyl acetate (3×30 mL). The combined extracts were washed with saturated aqueous sodium chloride solution (20 mL... Starting materials: OC1[C@H](N)[C@@H](O)[C@H](O)[C@H](O1)CO (glucosamine), C(=O)(O)[O-].[Na+] (NaHCO3). Reagents/catalysts: [Fe] (Fe), [Fe] (Fe). Reaction conditions: time 2 hour. The product is N[C@@H](CCC(O)=O)C(=O)O (Glu). RXN SMILES: [OH:1][CH:2]1[O:10][C@H](CO)[C@@H:7](O)[C@H:5](O)[C@H:3]1[NH2:4].[C:13]([O-:16])([OH:15])=O.[Na+]>[Fe]>[NH2:4][C@H:3]([C:2]([OH:10])=[O:1])[CH2:5][CH2:7][C:13](=[O:16])[OH:15] |f:1.2|. Procedure details: MION-47 and amino-CLIO (25-35 nm) were prepared as described elsewhere. D-Glucose, D-(+)-Glucosamine hydrochloride, succinic anhydride, Concanavalin A (ConA) and Sephadex G-25 were from Sigma Aldrich Co. 1-Ethyl-3-(3-dimethylaminopropyl)carbodiimide hydrochloride (EDC) and sulfo-N-hydroxysuccinimide (sulfo-NHS) were from Pierce (Rockford, Ill.). To synthesize a glucose-functionalized nanoparticle (Glu-CLIO), NH2-CLIO was first converted to a carboxylic group functionalized nanoparticle, followed... The reactants are COC(=O)C1=C(N=C(S1)CCC=1C(=NOC1C)CCCC)C (2-[2-(3-butyl-5-methyl-isoxazol-4-yl)-ethyl]-4-methyl-thiazole-5-carboxylic acid methyl ester), NCC(C)O (rac-1-amino-2-propanol). The product is OC(CNC(=O)C1=C(N=C(S1)CCC=1C(=NOC1C)CCCC)C)C (2-[2-(3-Butyl-5-methyl-isoxazol-4-yl)-ethyl]-4-methyl-thiazole-5-carboxylic acid (2-hydroxy-propyl)-amide). Isolated yield 49.0%. Reaction SMILES: CO[C:3]([C:5]1[S:9][C:8]([CH2:10][CH2:11][C:12]2[C:13]([CH2:18][CH2:19][CH2:20][CH3:21])=[N:14][O:15][C:16]=2[CH3:17])=[N:7][C:6]=1[CH3:22])=[O:4].[NH2:23][CH2:24][CH:25]([OH:27])[CH3:26]>>[OH:27][CH:25]([CH3:26])[CH2:24][NH:23][C:3]([C:5]1[S:9][C:8]([CH2:10][CH2:11][C:12]2[C:13]([CH2:18][CH2:19][CH2:20][CH3:21])=[N:14][O:15][C:16]=2[CH3:17])=[N:7][C:6]=1[CH3:22])=[O:4]. Reported procedure: As described for example 53, 2-[2-(3-butyl-5-methyl-isoxazol-4-yl)-ethyl]-4-methyl-thiazole-5-carboxylic acid methyl ester (100 mg, 0.31 mmol) was converted, using rac-1-amino-2-propanol instead of 2-amino-1,3-propandiol, to the title compound (65 mg, 49%) which was obtained as an off white oil. MS: m/e=366.1 [M+H]+. Reactants: C1(=CC=CC=C1)C=1NC2=CC=CC=C2C1C1N(CCN1C1=CC=CC=C1)C1=CC=CC=C1 (2-(2-phenylindol-3-yl)-1,3-diphenyl imidazolidine), C(C)(C)O (isopropanol), Cl (hydrochloric acid). Solvent: O (water). Yields the product C(=O)C1=C(NC2=CC=CC=C12)C1=CC=CC=C1 (3-formyl-2-phenyl indole). Reaction SMILES: [C:1]1([C:7]2[NH:8][C:9]3[C:14]([C:15]=2[CH:16]2N(C4C=CC=CC=4)CCN2C2C=CC=CC=2)=[CH:13][CH:12]=[CH:11][CH:10]=3)[CH:6]=[CH:5][CH:4]=[CH:3][CH:2]=1.C([OH:36])(C)C.Cl>O>[CH:16]([C:15]1[C:14]2[C:9](=[CH:10][CH:11]=[CH:12][CH:13]=2)[NH:8][C:7]=1[C:1]1[CH:6]=[CH:5][CH:4]=[CH:3][CH:2]=1)=[O:36]. Procedure details: 4.0 parts by weight of 2-(2-phenylindol-3-yl)-1,3-diphenyl imidazolidine are suspended in 10 parts by volume of isopropanol and 4 parts by volume of 10% aqueous hydrochloric acid added. Thereafter water is added and 1.7 parts by weight of 3-formyl-2-phenyl indole are obtained by filtering off. The reactants are O.NC1=NC(=C(C(=N1)N[C@H]1C=C[C@H](C1)CO)N=NC1=CC=C(C=C1)Cl)Cl ((1 S,4R)-4-((2-Amino-6-chloro-5-((4chlorophenyl)azo)-4-pyrimidinyl)amino)-2-cyclopentene-1-methanol hydrate), C(C)(=O)O.O (acetic acid water). The reagents and catalysts are [Zn] (zinc). Solvent: O1CCCC1 (tetrahydrofuran). Reaction conditions: temperature 5 celsius, time 10 minute. Yields the product NC1=NC(=C2N=CN(C2=N1)[C@H]1C=C[C@H](C1)CO)Cl ((1S,4R)-4-(2-Amino-6-chloro-9H-purin-9- yl)-2-cyclopentene- 1-methanol). Isolated yield 65.0%. Reaction SMILES: O.[NH2:2][C:3]1[N:8]=[C:7]([NH:9][C@@H:10]2[CH2:14][C@H:13]([CH2:15][OH:16])[CH:12]=[CH:11]2)[C:6]([N:17]=NC2C=CC(Cl)=CC=2)=[C:5]([Cl:26])[N:4]=1.[C:27](O)(=O)C.O>O1CCCC1.[Zn]>[NH2:2][C:3]1[N:8]=[C:7]2[C:6]([N:17]=[CH:27][N:9]2[C@@H:10]2[CH2:14][C@H:13]([CH2:15][OH:16])[CH:12]=[CH:11]2)=[C:5]([Cl:26])[N:4]=1 |f:0.1,2.3|. Reported procedure: A suspension of (1 S,4R)-4-((2-Amino-6-chloro-5-((4chlorophenyl)azo)-4-pyrimidinyl)amino)-2-cyclopentene-1-methanol hydrate (1.96 g, 5 mmol) in tetrahydrofuran (15 mL) was treated with acetic acid/water (1:1, 5 mL), then with zinc dust (1.63g, 25 mmol) in portions so as to keep the pot temperature below 35° C. The deep yellow color faded after 10 min, and after an additional 50 min the solution was filtered to remove precipitated zinc salts. The filter cake was rinsed with tetrahydrofuran and th... The reactants are ClC1=CC(=NC2=CC(=CC=C12)Cl)C (4,7-Dichloro-2-methylquinoline), C(C)(C)(C)OC(=O)N1CCNCC1 (1-tert-butoxycarbonylpiperazine), FC(C(=O)O)(F)F (trifluoroacetic acid). Run in C(Cl)Cl (CH2Cl2). The product is ClC1=CC=C2C(=CC(=NC2=C1)C)N1CCNCC1 (7-Chloro-2-methyl-4-(piperazin-1-yl)quinoline). Isolated yield 47.3%. RXN SMILES: Cl[C:2]1[C:11]2[C:6](=[CH:7][C:8]([Cl:12])=[CH:9][CH:10]=2)[N:5]=[C:4]([CH3:13])[CH:3]=1.C(OC([N:21]1[CH2:26][CH2:25][NH:24][CH2:23][CH2:22]1)=O)(C)(C)C.FC(F)(F)C(O)=O>C(Cl)Cl>[Cl:12][C:8]1[CH:7]=[C:6]2[C:11]([C:2]([N:21]3[CH2:26][CH2:25][NH:24][CH2:23][CH2:22]3)=[CH:3][C:4]([CH3:13])=[N:5]2)=[CH:10][CH:9]=1. Procedure: 4,7-Dichloro-2-methylquinoline (De, D., Byers L. D., Krogstad, D. J. J. Heterocyclic Chem. 1997, 34, 315) (453 mg, 2.1 mmol) and 1-tert-butoxycarbonylpiperazine (2.05 g, 11.0 mmol) are reacted according to method A. The Boc group is cleaved with trifluoroacetic acid (5 mL) in CH2Cl2 (5 mL) giving 0.26 g of the piperazine. The reactants are C1C2=C(CC3=C1NC4=CC=CC=C4C3=O)NC5=CC=CC=C5C2=O (6,13-dihydroquinacridone), [OH-].[Na+] (sodium hydroxide), C1C2=C(CC3=C1NC4=CC=CC=C4C3=O)NC5=CC=CC=C5C2=O (6,13-dihydroquinacridone), OO (hydrogen peroxide), [Na] (sodium). The reagents and catalysts are C1=CC=CC=2C(C3=CC=CC=C3C(C12)=O)=O (anthraquinone). Run in CO (methanol), O (water). Run at temperature 37.5 celsius, time 5 minute. The product is C1=CC=C2C(=C1)C(=O)C3=CC4=C(C=C3N2)C(=O)C5=CC=CC=C5N4 (quinacridone). Yield: 97.9%. As a reaction SMILES: [CH2:1]1[C:6]2[NH:7][C:8]3[C:13]([C:14](=[O:15])[C:5]=2[CH2:4][C:3]2[NH:16][C:17]4[C:22]([C:23](=[O:24])[C:2]1=2)=[CH:21][CH:20]=[CH:19][CH:18]=4)=[CH:12][CH:11]=[CH:10][CH:9]=3.[OH-].[Na+].[Na].OO>C1C2C(=O)C3C(=CC=CC=3)C(=O)C=2C=CC=1.O.CO>[CH:20]1[CH:21]=[C:22]2[C:23]([C:2]3[C:3]([NH:16][C:17]2=[CH:18][CH:19]=1)=[CH:4][C:5]1[C:14]([C:13]2[C:8]([NH:7][C:6]=1[CH:1]=3)=[CH:9][CH:10]=[CH:11][CH:12]=2)=[O:15])=[O:24] |f:1.2,^1:26|. Reported procedure: A one liter flask equipped with a thermometer, stirrer and condenser was charged with 40 grams 6,13-dihydroquinacridone, 180 ml methanol and 40.9 grams 50% aqueous sodium hydroxide. The mixture was stirred under a slow flow of nitrogen at 30-45° C. for five minutes. 2.4 grams of the pigment additive prepared according to Example 4, followed by 0.5 grams anthraquinone mono sulfonic acid sodium salt as catalyst, were added and the reaction mixture was heated to reflux for one hour generating the s...